Dataset: the Open Reaction Database (ORD), a public repository of structured organic reaction records. Task: describe an organic reaction: reactants, conditions, products, and yield Starting materials: O=C=NS(=O)(=O)c1cccc2c1COC2, ClCCl, COc1cc(C)nc(N)n1. Product: COc1cc(C)nc(NC(=O)NS(=O)(=O)c2cccc3c2COC3)n1. As a reaction SMILES: [CH2:1]1[O:2][CH2:3][c:4]2[c:5]1[cH:6][cH:7][cH:8][c:9]2[S:10](=[O:11])(=[O:12])[N:13]=[C:14]=[O:15].[CH2:26]([Cl:27])[Cl:28].[CH3:16][O:17][c:18]1[n:19][c:20]([NH2:25])[n:21][c:22]([CH3:24])[cH:23]1>>[CH2:1]1[O:2][CH2:3][c:4]2[c:5]1[cH:6][cH:7][cH:8][c:9]2[S:10](=[O:11])(=[O:12])[NH:13][C:14](=[O:15])[NH:25][c:20]1[n:19][c:18]([O:17][CH3:16])[cH:23][c:22]([CH3:24])[n:21]1. Yields the product OC(CN1CCN(CC1)CC(C1=C(C2=C(C(OC2)=O)C=C1)C)O)C1=CC(=C(C#N)C=C1C)OC (4-(1-hydroxy-2-{4-[2-hydroxy-2-(4-methyl-1-oxo-1,3-dihydro-2-benzofuran-5-yl)ethyl]piperazin-1-yl}ethyl)-5-methyl-2-(methyloxy)benzonitrile). Reactants: OC(CN1CCNCC1)C1=C(C2=C(C(OC2)=O)C=C1)C (5-(1-hydroxy-2-piperazin-1-ylethyl)-4-methyl-2-benzofuran-1(3H)-one), CC=1C(=CC(=C(C#N)C1)OC)C1OC1 (5-methyl-2-(methyloxy)-4-oxiran-2-ylbenzonitrile). Procedure: 4-(1-hydroxy-2-{4-[2-hydroxy-2-(4-methyl-1-oxo-1,3-dihydro-2-benzofuran-5-yl)ethyl]piperazin-1-yl}ethyl)-5-methyl-2-(methyloxy)benzonitrile was prepared in a similar fashion to that described for the synthesis of EXAMPLES 2C and 28-29 starting from 5-(1-hydroxy-2-piperazin-1-ylethyl)-4-methyl-2-benzofuran-1(3H)-one and 5-methyl-2-(methyloxy)-4-oxiran-2-ylbenzonitrile. LC/MS (M+1)+=466.02. Reaction SMILES: [OH:1][CH:2]([C:10]1[CH:19]=[CH:18][C:13]2[C:14](=[O:17])[O:15][CH2:16][C:12]=2[C:11]=1[CH3:20])[CH2:3][N:4]1[CH2:9][CH2:8][NH:7][CH2:6][CH2:5]1.[CH3:21][C:22]1[C:23]([CH:32]2[CH2:34][O:33]2)=[CH:24][C:25]([O:30][CH3:31])=[C:26]([CH:29]=1)[C:27]#[N:28]>>[OH:33][CH:32]([C:23]1[C:22]([CH3:21])=[CH:29][C:26]([C:27]#[N:28])=[C:25]([O:30][CH3:31])[CH:24]=1)[CH2:34][N:7]1[CH2:8][CH2:9][N:4]([CH2:3][CH:2]([OH:1])[C:10]2[CH:19]=[CH:18][C:13]3[C:14](=[O:17])[O:15][CH2:16][C:12]=3[C:11]=2[CH3:20])[CH2:5][CH2:6]1. Starting materials: FC1=CC=C2CCC(NC2=C1)=O (7-fluoro-1,2,3,4-tetrahydroquinolin-2-one). Run in O1CCCC1 (tetrahydrofuran), C1CCOC1 (THF). Conditions: temperature 60 celsius, time 24 hour. Yields the product FC1=CC=C2CCCNC2=C1 (7-fluoro-1,2,3,4-tetrahydroquinoline). The yield is 65.6%. RXN SMILES: [F:1][C:2]1[CH:11]=[C:10]2[C:5]([CH2:6][CH2:7][C:8](=O)[NH:9]2)=[CH:4][CH:3]=1>O1CCCC1>[F:1][C:2]1[CH:11]=[C:10]2[C:5]([CH2:6][CH2:7][CH2:8][NH:9]2)=[CH:4][CH:3]=1. Procedure: To a solution of 7-fluoro-1,2,3,4-tetrahydroquinolin-2-one (1.5 g, 9.08 mmol) in tetrahydrofuran (50 ml) was dropwise BH3 in THF (1M, 90 ml), the solution was stirred for 24 h at 60° C. The reaction mixture was cooled and then quenched by the addition of methanol (15 ml) and HCl (conc) (5 ml), then stirred for 1 h at 60° C. The reaction mixture was cooled to room temperature and adjusted to pH 12 with sodium hydroxide (4 mol/L), extracted with (3×15 ml) of ethyl acetate and the organic layers we...